Task: describe an organic reaction: reactants, conditions, products, and yield. Dataset: the Open Reaction Database (ORD), a public repository of structured organic reaction records As a reaction SMILES: [C:1]([O:5][C:6]([C:8]1[C:13]([NH2:14])=[CH:12][CH:11]=[C:10]([CH3:15])[N:9]=1)=[O:7])([CH3:4])([CH3:3])[CH3:2].ClC1C=CC=C(C(OO)=[O:24])C=1.O.[OH-].[Na+]>C(Cl)(Cl)Cl>[C:1]([O:5][C:6]([C:8]1[C:13]([NH2:14])=[CH:12][CH:11]=[C:10]([CH3:15])[N+:9]=1[O-:24])=[O:7])([CH3:4])([CH3:3])[CH3:2] |f:3.4|. Procedure details: 20.37 g (92.2 mmol) of 2-t-butoxycarbonyl amino-6-methylpyridine was dissolved in 100 mL of chloroform, and the resulting solution was cooled with ice water. 25 g (101.4 mmol) of a 70% by weight product of meta-chloroperbenzoic acid was added thereto. After confirming that there is no large heat generation, the temperature was raised to room temperature. After 2 hours had elapsed, 20 mL of water was added thereto. Then, the pH was adjusted to 14 by adding an aqueous solution of caustic soda havi... Yield: 99.6%. Product: C(C)(C)(C)OC(=O)C1=[N+](C(=CC=C1N)C)[O-] (2-t-butoxycarbonyl amino-6-methylpyridine-N-oxide). Reactants: O (water), C(C)(C)(C)OC(=O)C1=NC(=CC=C1N)C (2-t-butoxycarbonyl amino-6-methylpyridine), ice water, ClC1=CC(=CC=C1)C(=O)OO (meta-chloroperbenzoic acid), [OH-].[Na+] (caustic soda). Run in C(Cl)(Cl)Cl (chloroform). Reaction conditions: time 2 hour.